This data is from the Open Reaction Database (ORD), a public repository of structured organic reaction records. The task is: describe an organic reaction: reactants, conditions, products, and yield The reactants are O=C([O-])[O-], CN(C)C=O, ClCCN1CCCC1, Cl, [K+], [K+], O=[N+]([O-])c1ccc2cn[nH]c2c1. Yields the product O=[N+]([O-])c1ccc2cn(CCN3CCCC3)nc2c1. Reaction SMILES: [C:13](=[O:14])([O-:15])[O-:16].[CH3:28][N:29]([CH3:30])[CH:31]=[O:32].[Cl:20][CH2:21][CH2:22][N:23]1[CH2:24][CH2:25][CH2:26][CH2:27]1.[ClH:19].[K+:17].[K+:18].[N+:1](=[O:2])([O-:3])[c:4]1[cH:5][cH:6][c:7]2[cH:8][n:9][nH:10][c:11]2[cH:12]1>>[N+:1](=[O:2])([O-:3])[c:4]1[cH:5][cH:6][c:7]2[cH:8][n:9]([CH2:21][CH2:22][N:23]3[CH2:24][CH2:25][CH2:26][CH2:27]3)[n:10][c:11]2[cH:12]1. The reactants are FC1=CC=2C(=NC=3N(C=C(C(C3C2)=O)C(=O)O)C)C=C1N1CCC(CC1)NC1=CC=C(C=C1)F (7-fluoro-8-[4-(4-fluoroanilino)piperidino]-1-methyl-4-oxo-1,4-dihydrobenzo[b][1,8]naphthyridine-3-carboxylic acid), solution, [OH-].OCC[N+](C)(C)C (choline hydroxide). Run in CO (methanol), CO (methanol). Product: OCC[N+](C)(C)C.FC1=CC=2C(=NC=3N(C=C(C(C3C2)=O)C(=O)[O-])C)C=C1N1CCC(CC1)NC1=CC=C(C=C1)F (choline 7-fluoro-8-[4-(4-fluoroanilino)piperidino]-1-methyl-4-oxo-1,4-dihydrobenzo[b][1,8]naphthyridine-3-carboxylate). RXN SMILES: [F:1][C:2]1[C:20]([N:21]2[CH2:26][CH2:25][CH:24]([NH:27][C:28]3[CH:33]=[CH:32][C:31]([F:34])=[CH:30][CH:29]=3)[CH2:23][CH2:22]2)=[CH:19][C:5]2=[N:6][C:7]3[N:8]([CH3:18])[CH:9]=[C:10]([C:15]([OH:17])=[O:16])[C:11](=[O:14])[C:12]=3[CH:13]=[C:4]2[CH:3]=1.[OH-].[OH:36][CH2:37][CH2:38][N+:39]([CH3:42])([CH3:41])[CH3:40]>CO>[OH:36][CH2:37][CH2:38][N+:39]([CH3:42])([CH3:41])[CH3:40].[F:1][C:2]1[C:20]([N:21]2[CH2:22][CH2:23][CH:24]([NH:27][C:28]3[CH:29]=[CH:30][C:31]([F:34])=[CH:32][CH:33]=3)[CH2:25][CH2:26]2)=[CH:19][C:5]2=[N:6][C:7]3[N:8]([CH3:18])[CH:9]=[C:10]([C:15]([O-:17])=[O:16])[C:11](=[O:14])[C:12]=3[CH:13]=[C:4]2[CH:3]=1 |f:1.2,4.5|. Procedure: Choline 7-fluoro-8-[4-(4-fluoroanilino)piperidino]-1-methyl-4-oxo-1,4-dihydro-benzo[b][1,8]naphthyridine-3-carboxylate was prepared under the conditions of Example 1, but from 1.6 g of 7-fluoro-8-[4-(4-fluoroanilino)piperidino]-1-methyl-4-oxo-1,4-dihydrobenzo[b][1,8]naphthyridine-3-carboxylic acid in 16 cm3 of methanol and 1.3 cm3 of a 45% solution of choline hydroxide in methanol. After recrystallizing twice from 25 cm3 of 2-propanol on each occasion, 1.1 g of choline 7-fluoro-8-[4-(4-fluoroani...